Dataset: the Open Reaction Database (ORD), a public repository of structured organic reaction records. Task: describe an organic reaction: reactants, conditions, products, and yield Starting materials: C(CCC)N (butylamine), BrC=C1CCN(CC1)C(=O)OC(C)(C)C (tert-Butyl 4-(bromomethylene)piperidine-1-carboxylate), C#CCCCC (hex-1-yne). Reagents/catalysts: [Cu](I)I (Copper iodide), C1(=CC=CC=C1)P(C1=CC=CC=C1)C1=CC=CC=C1.C1(=CC=CC=C1)P(C1=CC=CC=C1)C1=CC=CC=C1.C1(=CC=CC=C1)P(C1=CC=CC=C1)C1=CC=CC=C1.C1(=CC=CC=C1)P(C1=CC=CC=C1)C1=CC=CC=C1.[Pd] (palladium tetrakis(triphenylphosphine)). Run at time 45 minute. The product is C(C#CCCCC)=C1CCN(CC1)C(=O)OC(C)(C)C (tert-Butyl 4-hept-2-ynylidenepiperidine-1-carboxylate). Isolated yield 77.7%. Reaction SMILES: C(N)CCC.Br[CH:7]=[C:8]1[CH2:13][CH2:12][N:11]([C:14]([O:16][C:17]([CH3:20])([CH3:19])[CH3:18])=[O:15])[CH2:10][CH2:9]1.[CH:21]#[C:22][CH2:23][CH2:24][CH2:25][CH3:26]>C1(P(C2C=CC=CC=2)C2C=CC=CC=2)C=CC=CC=1.C1(P(C2C=CC=CC=2)C2C=CC=CC=2)C=CC=CC=1.C1(P(C2C=CC=CC=2)C2C=CC=CC=2)C=CC=CC=1.C1(P(C2C=CC=CC=2)C2C=CC=CC=2)C=CC=CC=1.[Pd].[Cu](I)I>[CH:7](=[C:8]1[CH2:13][CH2:12][N:11]([C:14]([O:16][C:17]([CH3:20])([CH3:19])[CH3:18])=[O:15])[CH2:10][CH2:9]1)[C:21]#[C:22][CH2:23][CH2:24][CH2:25][CH3:26] |f:3.4.5.6.7|. Procedure: A mixture of palladium tetrakis(triphenylphosphine) (21 mg, 0.018 mmol), butylamine (2.5 mL) and Compound 49a (200 mg, 0.724 mmol) were stirred at room temperature for 45 minutes. Copper iodide (10.3 mg, 0.05 mmol) was then added, followed by hex-1-yne (41.6 μL, 0.362 mmol). The solution was heated for 3-5 hours at 70° C. till change in colour to depth blue. The reaction was quenched with ammonium chloride, extracted with diethyl ether, washed with brine, dried over magnesium sulphate, filtered,... Starting materials: CCO, C=CCc1cc(OCCCC)ccc1OCCCNC(C)C, Cl. Product: CCCCOc1ccc(OCCCNC(C)C)c(CCC)c1. Reaction SMILES: [CH3:24][CH2:25][OH:26].[CH:1]([CH3:2])([CH3:3])[NH:4][CH2:5][CH2:6][CH2:7][O:8][c:9]1[c:10]([CH2:20][CH:21]=[CH2:22])[cH:11][c:12]([O:15][CH2:16][CH2:17][CH2:18][CH3:19])[cH:13][cH:14]1.[ClH:23]>>[CH:1]([CH3:2])([CH3:3])[NH:4][CH2:5][CH2:6][CH2:7][O:8][c:9]1[c:10]([CH2:20][CH2:21][CH3:22])[cH:11][c:12]([O:15][CH2:16][CH2:17][CH2:18][CH3:19])[cH:13][cH:14]1. Reactants: CC(=O)O[C@@H]1C[C@]2([C@@H](CCC2=O)C3=C1[C@@]4(C=5C(=COC5C3=O)C(=O)O[C@@H]4COC)C)C (wortmannin), C(C=C)NCC=C (diallylamine). Solvent: C(Cl)Cl (CH2Cl2), C(Cl)Cl (CH2Cl2). Conditions: time 1 hour. Product: CC(=O)O[C@@H]1C[C@]2([C@@H](CCC2=O)C3=C1[C@]4([C@H](OC(=O)/C(=C/N(CC=C)CC=C)/C4=C(C3=O)O)COC)C)C (PX-866). Yield: 68.0%. RXN SMILES: [CH3:1][C:2]([O:4][C@H:5]1[C:14]2[C@@:15]3([CH3:30])[C@@H:26]([CH2:27][O:28][CH3:29])[O:25][C:23](=[O:24])[C:17]4=[CH:18][O:19][C:20]([C:21](=[O:22])[C:13]=2[C@@H:8]2[CH2:9][CH2:10][C:11](=[O:12])[C@@:7]2([CH3:31])[CH2:6]1)=[C:16]34)=[O:3].[CH2:32]([NH:35][CH2:36][CH:37]=[CH2:38])[CH:33]=[CH2:34]>C(Cl)Cl>[CH3:1][C:2]([O:4][C@H:5]1[C:14]2[C@:15]3([CH3:30])[C:16](=[C:20]([OH:19])[C:21](=[O:22])[C:13]=2[C@@H:8]2[CH2:9][CH2:10][C:11](=[O:12])[C@@:7]2([CH3:31])[CH2:6]1)/[C:17](=[CH:18]\[N:35]([CH2:36][CH:37]=[CH2:38])[CH2:32][CH:33]=[CH2:34])/[C:23](=[O:24])[O:25][C@@H:26]3[CH2:27][O:28][CH3:29])=[O:3]. Procedure: To a solution of wortmannin (10.7 mg, 25.0 μmol) in CH2Cl2 (125 μL) was added a freshly prepared 0.2 M stock solution of diallylamine (138 μL, 27.5 μmol) in CH2Cl2. The reaction mixture was stirred at room temperature for 1 h. The solvent and excess amine were removed in vacuo, and the product was purified via chromatography on SiO2 (hexanes/ethyl acetate, 1:9) to give PX-866 (9.0 mg, 17 μmol, 68%) as an orange oil. The product was analyzed by several experimental methods and shown to be of the ... The reactants are BrC=1NC(=C(C1C#N)Br)Br (2,4,5-tribromopyrrole-3-carbonitrile), CC(C)([O-])C.[K+] (potassium t-butoxide), C(C1=CC=CC=C1)Br (benzyl bromide). Run in C1CCOC1 (THF). Conditions: time 8 hour. Yields the product C(C1=CC=CC=C1)N1C(=C(C(=C1Br)Br)C#N)Br (1-Benzyl-2,4,5-tribromopyrrole-3-carbonitrile). As a reaction SMILES: [Br:1][C:2]1[NH:3][C:4]([Br:10])=[C:5]([Br:9])[C:6]=1[C:7]#[N:8].CC(C)([O-])C.[K+].[CH2:17](Br)[C:18]1[CH:23]=[CH:22][CH:21]=[CH:20][CH:19]=1>C1COCC1>[CH2:17]([N:3]1[C:4]([Br:10])=[C:5]([Br:9])[C:6]([C:7]#[N:8])=[C:2]1[Br:1])[C:18]1[CH:23]=[CH:22][CH:21]=[CH:20][CH:19]=1 |f:1.2|. Reported procedure: To a stirred mixture of 1.00 g (3.04 mmol) of 2,4,5-tribromopyrrole-3-carbonitrile and 0.68 g (6.1 mmol) of potassium t-butoxide in 30 mL of dry THF under a nitrogen atmosphere is added 1.10 mL of benzyl bromide. The mixture is heated to reflux and stirred overnight. After dilution with 100 mL of water and 150 mL of ethyl acetate, the organic mixture is separated and washed with salt solution, dried over magnesium sulfate, and concentrated in vacuo to leave 2.34 g of orange oil. The oil is tritu...